This data is from the Open Reaction Database (ORD), a public repository of structured organic reaction records. The task is: describe an organic reaction: reactants, conditions, products, and yield Starting materials: CC=1C2=C(SC1)C(CC2=O)C[N+](=O)[O-] (3-methyl-6-(nitromethyl)-5,6-dihydro-4H-cyclopenta[b]thiophen-4-one). Run in C1CCOC1 (THF). Reaction conditions: time 2 hour. Yields the product CC=1C2=C(SC1)C(CC2)C[N+](=O)[O-] (3-methyl-6-(nitromethyl)-5,6-dihydro-4H-cyclopenta[b]thiophene). Yield: 56.4%. RXN SMILES: [CH3:1][C:2]1[C:3]2[C:9](=O)[CH2:8][CH:7]([CH2:11][N+:12]([O-:14])=[O:13])[C:4]=2[S:5][CH:6]=1>C1COCC1>[CH3:1][C:2]1[C:3]2[CH2:9][CH2:8][CH:7]([CH2:11][N+:12]([O-:14])=[O:13])[C:4]=2[S:5][CH:6]=1. Reported procedure: A solution of 3-methyl-6-(nitromethyl)-5,6-dihydro-4H-cyclopenta[b]thiophen-4-one (9.5 g) in 13H3.THF (400 mL) was stirred at room temperature overnight. TLC analysis indicated the consumption of starting material. The reaction mixture was acidified to pH 2 with 10% HCl and stirred for 2 h. The mixture was extracted with EtOAc (100 mL×3). The combined organic phase was dried with Na2SO4, and concentrated in vacuo. The crude product was purified by flash column chromatography to afford 5 g of tit... Reactants: COC1=CC=C(CNC(CCl)=O)C=C1 (N-(4-methoxybenzyl)-2-chloroacetamide), Cl.Cl.C(C(=O)C1=CC=CC=C1)N1CCNCC1 (N-phenacyl piperazine dihydrochloride), C(=O)([O-])[O-].[K+].[K+] (K2CO3). Procedure details: A mixture of N-(4-methoxybenzyl)-2-chloroacetamide (3.65 mmol), N-phenacyl piperazine dihydrochloride (3.97 mmol) and K2CO3 (10.5 mmol) in 30 ml of DMF was treated according to the general preparation 2 to give compound (IV-30)(61%), M+ 381. Yields the product Cl.Cl.C(C(=O)C1=CC=CC=C1)N1CCN(CC1)CC(=O)NCC1=CC=C(C=C1)OC (N1-phenacyl-N4-[2-(4-methoxybenzylamino)-2-oxo-ethyl]piperazine dihydrochloride). RXN SMILES: [CH3:1][O:2][C:3]1[CH:14]=[CH:13][C:6]([CH2:7][NH:8][C:9](=[O:12])[CH2:10][Cl:11])=[CH:5][CH:4]=1.[ClH:15].Cl.[CH2:17]([N:26]1[CH2:31][CH2:30][NH:29][CH2:28][CH2:27]1)[C:18]([C:20]1[CH:25]=[CH:24][CH:23]=[CH:22][CH:21]=1)=[O:19].C([O-])([O-])=O.[K+].[K+]>CN(C=O)C>[ClH:11].[ClH:15].[CH2:17]([N:26]1[CH2:31][CH2:30][N:29]([CH2:10][C:9]([NH:8][CH2:7][C:6]2[CH:13]=[CH:14][C:3]([O:2][CH3:1])=[CH:4][CH:5]=2)=[O:12])[CH2:28][CH2:27]1)[C:18]([C:20]1[CH:21]=[CH:22][CH:23]=[CH:24][CH:25]=1)=[O:19] |f:1.2.3,4.5.6,8.9.10|. Solvent: CN(C)C=O (DMF). The reactants are CCOCC (Et2O), ClN1NC=NC(=C1)Cl (2,4-dichloro-1,2,5-triazine), CCN(C(C)C)C(C)C (DIEA), C(C1=CC=CC=C1)N1N=CC2=CC(=CC=C12)N (1-benzyl-1H-indazol-5-ylamine). The solvent is CN(C)C=O (DMF), CN(C)C=O (DMF), CCOC(=O)C (EtOAc). Reaction conditions: temperature 0 celsius, time 20 minute. Product: C(C1=CC=CC=C1)N1N=CC2=CC(=CC=C12)NC1=NC=NC(=N1)Cl ((1-benzyl-1H-indazol-5-yl)-(4-chloro-[1,3,5]triazin-2-yl)amine). As a reaction SMILES: ClN1C=[C:6]([Cl:8])[N:5]=[CH:4][NH:3]1.C[CH2:10][N:11](C(C)C)C(C)C.[CH2:18]([N:25]1[C:33]2[C:28](=[CH:29][C:30]([NH2:34])=[CH:31][CH:32]=2)[CH:27]=[N:26]1)[C:19]1[CH:24]=[CH:23][CH:22]=[CH:21][CH:20]=1.CCOCC>CN(C=O)C.CCOC(C)=O>[CH2:18]([N:25]1[C:33]2[C:28](=[CH:29][C:30]([NH:34][C:10]3[N:11]=[C:6]([Cl:8])[N:5]=[CH:4][N:3]=3)=[CH:31][CH:32]=2)[CH:27]=[N:26]1)[C:19]1[CH:20]=[CH:21][CH:22]=[CH:23][CH:24]=1. Procedure details: To 2,4-dichloro-1,2,5-triazine (526.1 mg, 3.51 mmol) in DMF (15 mL) at 0° C. was added DIEA (0.733 mL, 4.21 mmol). The resulting yellow solution was stirred at 0° C. for 20 min and 1-benzyl-1H-indazol-5-ylamine (783.5 mg, 3.51 mmol) was added in one portion followed by 2×2.5 mL DMF flask rinses. The resulting mixture was stirred at 0° C. for 30 min, at RT for 4.5 h, then diluted with EtOAc. The organic layer was washed twice with water and once with brine. The aqueous layer and washings were ext... Starting materials: CC#N, CC(C)(C)OC(=O)NC1C(=O)N2C(C(=O)OC(c3ccccc3)c3ccccc3)=C(c3cnc(NC(=O)c4cccnc4)s3)CSC12, Cc1ccc(S(=O)(=O)O)cc1. The product is NC1C(=O)N2C(C(=O)OC(c3ccccc3)c3ccccc3)=C(c3cnc(NC(=O)c4cccnc4)s3)CSC12. RXN SMILES: [CH3:59][C:60]#[N:61].[CH:1]([c:2]1[cH:3][cH:4][cH:5][cH:6][cH:7]1)([c:8]1[cH:9][cH:10][cH:11][cH:12][cH:13]1)[O:14][C:15](=[O:16])[C:17]1=[C:24]([c:25]2[cH:26][n:27][c:28]([NH:30][C:31]([c:32]3[cH:33][n:34][cH:35][cH:36][cH:37]3)=[O:38])[s:29]2)[CH2:23][S:22][CH:21]2[N:18]1[C:19](=[O:47])[CH:20]2[NH:39][C:40]([O:41][C:42]([CH3:43])([CH3:44])[CH3:45])=[O:46].[c:48]1([CH3:49])[cH:50][cH:51][c:52]([S:53]([OH:54])(=[O:55])=[O:56])[cH:57][cH:58]1>>[CH:1]([c:2]1[cH:3][cH:4][cH:5][cH:6][cH:7]1)([c:8]1[cH:9][cH:10][cH:11][cH:12][cH:13]1)[O:14][C:15](=[O:16])[C:17]1=[C:24]([c:25]2[cH:26][n:27][c:28]([NH:30][C:31]([c:32]3[cH:33][n:34][cH:35][cH:36][cH:37]3)=[O:38])[s:29]2)[CH2:23][S:22][CH:21]2[N:18]1[C:19](=[O:47])[CH:20]2[NH2:39]. Reactants: FC=1C=C(C[C@@H]2NC(O[C@@H]2[C@@H]2N(CCOC2)C(C2=CC=CC=C2)C2=CC=CC=C2)=O)C=C(C1)F ((4S,5S)-4-(3,5-difluorobenzyl)-5-((R)-4-benzhydrylmorpholin-3-yl)oxazolidin-2-one), [Li+].[OH-] (LiOH), FC=1C=C(C[C@@H]2NC(O[C@@H]2[C@@H]2NC[C@@H](C2)OCC=C)=O)C=C(C1)F ((4S,5R)-4-(3,5-difluorobenzyl)-5-((2R,4R)-4-(allyloxy)pyrrolidin-2-yl)oxazolidin-2-one), N[C@H]([C@H](O)[C@@H]1N(CCOC1)C(C1=CC=CC=C1)C1=CC=CC=C1)CC1=CC(=CC(=C1)F)F ((1S,2S)-2-Amino-1-((R)-4-benzhydrylmorpholin-3-yl)-3-(3,5-difluorophenyl)propan-1-ol). Run in CCO (EtOH), O (H2O). Run at time 8 hour. The product is FC=1C=C(C[C@@H]2NC(O[C@@H]2[C@@H]2N(C[C@H](C2)O)C(C2=CC=CC=C2)C2=CC=CC=C2)=O)C=C(C1)F ((4S,5S)-4-(3,5-difluorobenzyl)-5-((2R,4S)-1-benzhydryl-4-hydroxypyrrolidin-2-yl)oxazolidin-2-one). Yield: 95.7%. Reaction SMILES: FC1C=C(C=C(F)C=1)C[C@H]1[C@@H]([C@H]2C[C@@H](OCC=C)CN2)OC(=O)N1.N[C@@H](CC1C=C(F)C=C(F)C=1)[C@@H]([C@H]1COCCN1C(C1C=CC=CC=1)C1C=CC=CC=1)O.[F:57][C:58]1[CH:59]=[C:60]([CH:87]=[C:88]([F:90])[CH:89]=1)[CH2:61][C@H:62]1[C@@H:66]([C@H:67]2[CH2:72][O:71][CH2:70][CH2:69][N:68]2[CH:73]([C:80]2[CH:85]=[CH:84][CH:83]=[CH:82][CH:81]=2)[C:74]2[CH:79]=[CH:78][CH:77]=[CH:76][CH:75]=2)[O:65][C:64](=[O:86])[NH:63]1.[Li+].[OH-]>CCO.O>[F:57][C:58]1[CH:59]=[C:60]([CH:87]=[C:88]([F:90])[CH:89]=1)[CH2:61][C@H:62]1[C@@H:66]([C@H:67]2[CH2:72][C@H:70]([OH:71])[CH2:69][N:68]2[CH:73]([C:74]2[CH:79]=[CH:78][CH:77]=[CH:76][CH:75]=2)[C:80]2[CH:85]=[CH:84][CH:83]=[CH:82][CH:81]=2)[O:65][C:64](=[O:86])[NH:63]1 |f:3.4|. Reported procedure: Step D (8): (1S,2S)-2-Amino-1-((R)-4-benzhydrylmorpholin-3-yl)-3-(3,5-difluorophenyl)propan-1-ol. To a solution of (4S,5S)-4-(3,5-difluorobenzyl)-5-((R)-4-benzhydrylmorpholin-3-yl)oxazolidin-2-one (step D (7), 85 mg, 0.18 mmol) in EtOH (2 mL) was added a solution of LiOH (66 mg, 2.75 mmol) in H2O (1 mL). This reaction mixture was brought to 98° C. and stirred for overnight. Solvent was removed and 1N HCl solution (50 mL) was added to the mixture and washed with diethyl ether. The aqueous phase w... The reactants are O=C1Nc2cccc(Br)c2C12COc1cc3c(cc12)OCO3, CN(C)c1ccc(B(O)O)cn1, CN(C)C=O, [Na+], [Na+], O=C([O-])[O-], c1ccc(P(c2ccccc2)(c2ccccc2)[Pd](P(c2ccccc2)(c2ccccc2)c2ccccc2)(P(c2ccccc2)(c2ccccc2)c2ccccc2)P(c2ccccc2)(c2ccccc2)c2ccccc2)cc1. The product is CN(C)c1ccc(-c2cccc3c2C2(COc4cc5c(cc42)OCO5)C(=O)N3)cn1. As a reaction SMILES: [Br:1][c:2]1[c:3]2[c:4]([cH:5][cH:6][cH:7]1)[NH:8][C:9](=[O:22])[C:10]21[CH2:11][O:12][c:13]2[c:14]1[cH:15][c:16]1[c:17]([cH:21]2)[O:18][CH2:19][O:20]1.[CH3:23][N:24]([c:25]1[cH:26][cH:27][c:28]([B:31]([OH:32])[OH:33])[cH:29][n:30]1)[CH3:34].[CH3:41][N:42]([CH3:43])[CH:44]=[O:45].[Na+:35].[Na+:36].[O-:37][C:38](=[O:39])[O-:40].[cH:46]1[cH:47][cH:48][c:49]([P:50]([Pd:51]([P:52]([c:53]2[cH:54][cH:55][cH:56][cH:57][cH:58]2)([c:59]2[cH:60][cH:61][cH:62][cH:63][cH:64]2)[c:65]2[cH:66][cH:67][cH:68][cH:69][cH:70]2)([P:71]([c:72]2[cH:73][cH:74][cH:75][cH:76][cH:77]2)([c:78]2[cH:79][cH:80][cH:81][cH:82][cH:83]2)[c:84]2[cH:85][cH:86][cH:87][cH:88][cH:89]2)[P:90]([c:91]2[cH:92][cH:93][cH:94][cH:95][cH:96]2)([c:97]2[cH:98][cH:99][cH:100][cH:101][cH:102]2)[c:103]2[cH:104][cH:105][cH:106][cH:107][cH:108]2)([c:109]2[cH:110][cH:111][cH:112][cH:113][cH:114]2)[c:115]2[cH:116][cH:117][cH:118][cH:119][cH:120]2)[cH:121][cH:122]1>>[c:2]1(-[c:28]2[cH:27][cH:26][c:25]([N:24]([CH3:23])[CH3:34])[n:30][cH:29]2)[c:3]2[c:4]([cH:5][cH:6][cH:7]1)[NH:8][C:9](=[O:22])[C:10]21[CH2:11][O:12][c:13]2[c:14]1[cH:15][c:16]1[c:17]([cH:21]2)[O:18][CH2:19][O:20]1. Starting materials: BrCc1ccccc1, O=C([O-])[O-], COc1cc(F)cc(O)c1[N+](=O)[O-], [K+], [K+], CN(C)C=O, O. Yields the product COc1cc(F)cc(OCc2ccccc2)c1[N+](=O)[O-]. RXN SMILES: [Br:14][CH2:15][c:16]1[cH:17][cH:18][cH:19][cH:20][cH:21]1.[C:22](=[O:23])([O-:24])[O-:25].[F:1][c:2]1[cH:3][c:4]([O:12][CH3:13])[c:5]([N+:9](=[O:10])[O-:11])[c:6]([OH:8])[cH:7]1.[K+:26].[K+:27].[O:28]=[CH:29][N:30]([CH3:31])[CH3:32].[OH2:33]>>[F:1][c:2]1[cH:3][c:4]([O:12][CH3:13])[c:5]([N+:9](=[O:10])[O-:11])[c:6]([O:8][CH2:15][c:16]2[cH:17][cH:18][cH:19][cH:20][cH:21]2)[cH:7]1.